From a dataset of the Open Reaction Database (ORD), a public repository of structured organic reaction records. describe an organic reaction: reactants, conditions, products, and yield Reactants: O1C(OCC1)C=1N(C=C(N1)C=1C=CC(=NC1)CC)C (5-(2-(1,3-dioxolan-2-yl)-1-methyl-1H-imidazol-4-yl)-2-ethylpyridine), C(Cl)Cl (DCM), Cl (HCl), C([O-])(O)=O.[Na+] (sodium bicarbonate). Solvent: CC#N (CH3CN). Reaction conditions: temperature 45 celsius. The product is CN1C(=NC(=C1)C=1C=NC(=CC1)C)C=O (1-Methyl-4-(6-methylpyridin-3-yl)-1H-imidazole-2-carbaldehyde). Isolated yield 78.3%. As a reaction SMILES: [O:1]1CCO[CH:2]1[C:6]1[N:7]([CH3:19])[CH:8]=[C:9]([C:11]2[CH:12]=[CH:13][C:14]([CH2:17]C)=[N:15][CH:16]=2)[N:10]=1.C(Cl)Cl.Cl.C(=O)(O)[O-].[Na+]>CC#N>[CH3:19][N:7]1[CH:8]=[C:9]([C:11]2[CH:16]=[N:15][C:14]([CH3:17])=[CH:13][CH:12]=2)[N:10]=[C:6]1[CH:2]=[O:1] |f:3.4|. Procedure details: A mixture of 5-(2-(1,3-dioxolan-2-yl)-1-methyl-1H-imidazol-4-yl)-2-ethylpyridine (140 mg, 0.571 mmol), DCM (5 mL), and 4 N HCl (5 mL) was heated to 45° C. for 16 h. Then the mixture was cooled to room temperature, the pH was adjusted to 6 with saturated sodium bicarbonate solution at 0° C., and the mixture was concentrated to give a crude product. 30 mL of CH3CN was added and the mixture was filtered. The filtrate was then concentrated to afford a white solid (90 mg). MS (ESI): m/z 202.1 [M+H]+.